From a dataset of the Open Reaction Database (ORD), a public repository of structured organic reaction records. describe an organic reaction: reactants, conditions, products, and yield Reactants: C(C)N1N=CC=2C1=NC1=CC=CC=C1C2Cl (1-ethyl-4-chloro-1H-pyrazolo[3,4-b] quinoline), CS(=O)C (DMSO), NCC=1C=NC=CC1 (3-aminomethylpyridine), CS(=O)(=O)O (methanesulfonic acid). Run in CO (methanol), O (water). Run at temperature 90 celsius. The product is C(C)N1N=CC=2C1=NC1=CC=CC=C1C2NCC=2C=NC=CC2 (1-ethyl-N-(3-pyridinylmethyl)-1H-pyrazolo[3,4-b]quinolin-4-amine). Yield: 76.7%. RXN SMILES: [CH2:1]([N:3]1[C:7]2=[N:8][C:9]3[C:14]([C:15](Cl)=[C:6]2[CH:5]=[N:4]1)=[CH:13][CH:12]=[CH:11][CH:10]=3)[CH3:2].CS(C)=O.[NH2:21][CH2:22][C:23]1[CH:24]=[N:25][CH:26]=[CH:27][CH:28]=1.CS(O)(=O)=O>CO.O>[CH2:1]([N:3]1[C:7]2=[N:8][C:9]3[C:14]([C:15]([NH:21][CH2:22][C:23]4[CH:24]=[N:25][CH:26]=[CH:27][CH:28]=4)=[C:6]2[CH:5]=[N:4]1)=[CH:13][CH:12]=[CH:11][CH:10]=3)[CH3:2]. Procedure details: A mixture of 1-ethyl-4-chloro-1H-pyrazolo[3,4-b] quinoline (1.0 g, 0.0043 mol), DMSO (1 mL) and 3-aminomethylpyridine (0.97 mL, 0.0093 mol) was heated at 90° C. for 4 hours. The reaction mixture was poured into water and the solid which formed was collected by filtration and recrystallized from ether/CH2Cl2 /hexane to afford the product as the free base. The free base was dissolved in methanol (100 mL) and then was treated with methanesulfonic acid (1 mL). The methanol was evaporated and then th...